Dataset: the Open Reaction Database (ORD), a public repository of structured organic reaction records. Task: describe an organic reaction: reactants, conditions, products, and yield Reactants: O1C=C(C=C1)C(=O)O (3-furan carboxylic acid), S1C=C(C=C1)C(=O)O (3-thiophencarboxylic acid). Procedure: Instead of the starting material compound of Reference Example 104, that is, 3-furan carboxylic acid, 3-thiophencarboxylic acid was used for the similar procedure as in Reference Example 104 to obtain tert-butyl 5-propionyl-3-thiophencarboxylate. As a reaction SMILES: O1C=[CH:4][C:3]([C:6](O)=O)=[CH:2]1.[S:9]1[CH:13]=[CH:12][C:11]([C:14]([OH:16])=[O:15])=[CH:10]1>>[C:14]([C:13]1[S:9][CH:10]=[C:11]([C:14]([O:16][C:3]([CH3:2])([CH3:4])[CH3:6])=[O:15])[CH:12]=1)(=[O:15])[CH2:11][CH3:10]. Product: C(CC)(=O)C1=CC(=CS1)C(=O)OC(C)(C)C (tert-butyl 5-propionyl-3-thiophencarboxylate). Starting materials: NCC1=NN(C(C2=CC=CC=C12)=O)NC(CC1=CC=C(C=C1)Cl)=O (N-[4-(aminomethyl)-1-oxophthalazin-2(1H)-yl]-2-(4-chlorophenyl)acetamide), C(OC1CCCC1)(=O)Cl (cyclopentyl carbonochloridate). Product: C1(CCCC1)OC(NCC1=NN(C(C2=CC=CC=C12)=O)NC(CC1=CC=C(C=C1)Cl)=O)=O (cyclopentyl[(3-{[(4-chlorophenyl)acetyl]amino}-4-oxo-3,4-dihydrophthalazin-1-yl)methyl]carbamate). RXN SMILES: [NH2:1][CH2:2][C:3]1[C:12]2[C:7](=[CH:8][CH:9]=[CH:10][CH:11]=2)[C:6](=[O:13])[N:5]([NH:14][C:15](=[O:24])[CH2:16][C:17]2[CH:22]=[CH:21][C:20]([Cl:23])=[CH:19][CH:18]=2)[N:4]=1.[C:25](Cl)(=[O:32])[O:26][CH:27]1[CH2:31][CH2:30][CH2:29][CH2:28]1>>[CH:27]1([O:26][C:25](=[O:32])[NH:1][CH2:2][C:3]2[C:12]3[C:7](=[CH:8][CH:9]=[CH:10][CH:11]=3)[C:6](=[O:13])[N:5]([NH:14][C:15](=[O:24])[CH2:16][C:17]3[CH:18]=[CH:19][C:20]([Cl:23])=[CH:21][CH:22]=3)[N:4]=2)[CH2:31][CH2:30][CH2:29][CH2:28]1. Procedure: The product of Example 42 and cyclopentyl carbonochloridate were treated using a method similar to that described in Example 128 to give the title compound. 1H NMR (300 MHz, DMSO-d6) δ ppm 11.60-11.62 (bs, 1H), 8.32 (d, J=7.8 Hz, 1H), 8.10 (d, J=8.0 Hz, 1H), 7.88-8.03 (m, 2H), 7.58-7.64 (m, 1H), 7.23-7.45 (m, 4H), 4.95-5.01 (bs, 1H), 4.47-4.50 (m, 2H), 3.67-3.68 (bs, 2H), 1.76-1.81 (m, 2H), 1.50-1.69 (m, 6H); MS (ESI+) M/Z 455 (M+H)+. Reactants: BrC1=C(C#N)C=CC(=C1)F (2-bromo-4-fluorobenzonitrile), O1C=C(C=C1)B(O)O (furan-3-ylboronic acid), C(=O)([O-])[O-].[Na+].[Na+] (Na2CO3). Reagents/catalysts: C=1C=CC(=CC1)/C=C/C(=O)/C=C/C2=CC=CC=C2.C=1C=CC(=CC1)/C=C/C(=O)/C=C/C2=CC=CC=C2.C=1C=CC(=CC1)/C=C/C(=O)/C=C/C2=CC=CC=C2.[Pd].[Pd] (Pd2(dba)3). Solvent: COCCOC (1,2-dimethoxyethane). Product: FC1=CC(=C(C#N)C=C1)C1=COC=C1 (4-Fluoro-2-(furan-3-yl)benzonitrile). Isolated yield 32.0%. RXN SMILES: Br[C:2]1[CH:9]=[C:8]([F:10])[CH:7]=[CH:6][C:3]=1[C:4]#[N:5].[O:11]1[CH:15]=[CH:14][C:13](B(O)O)=[CH:12]1.C([O-])([O-])=O.[Na+].[Na+]>C1C=CC(/C=C/C(/C=C/C2C=CC=CC=2)=O)=CC=1.C1C=CC(/C=C/C(/C=C/C2C=CC=CC=2)=O)=CC=1.C1C=CC(/C=C/C(/C=C/C2C=CC=CC=2)=O)=CC=1.[Pd].[Pd].COCCOC>[F:10][C:8]1[CH:7]=[CH:6][C:3]([C:4]#[N:5])=[C:2]([C:13]2[CH:14]=[CH:15][O:11][CH:12]=2)[CH:9]=1 |f:2.3.4,5.6.7.8.9|. Procedure details: Following the same procedure used for AUP01158-1, AUP01162-1 was prepared from 2-bromo-4-fluorobenzonitrile (5.0 g, 25.0 mmol), furan-3-ylboronic acid (3.36 g, 30.0), Pd2(dba)3 (100 mg), 1,2-dimethoxyethane (25 mL) and 2M Na2CO3 (40 mL). The crude was purified by Combi flash chromatography (24 g column, 8 g silica, gradient of eluent from PE to PE/EtOac 9/1) to give the title compound as a light yellow solid. This solid had to be purified an ultimate time by drying under vacuum at 60° C. for 3 d... Reactants: OC1(c2cnc3ccccc3c2)CCNCC1, ClCCCOc1cccc2[nH]ccc12. The product is OC1(c2cnc3ccccc3c2)CCN(CCCOc2cccc3[nH]ccc23)CC1. As a reaction SMILES: [OH:15][C:16]1([c:22]2[cH:23][n:24][c:25]3[cH:26][cH:27][cH:28][cH:29][c:30]3[cH:31]2)[CH2:17][CH2:18][NH:19][CH2:20][CH2:21]1.[nH:1]1[cH:2][cH:3][c:4]2[c:5]([O:10][CH2:11][CH2:12][CH2:13][Cl:14])[cH:6][cH:7][cH:8][c:9]12>>[nH:1]1[cH:2][cH:3][c:4]2[c:5]([O:10][CH2:11][CH2:12][CH2:13][N:19]3[CH2:18][CH2:17][C:16]([OH:15])([c:22]4[cH:23][n:24][c:25]5[cH:26][cH:27][cH:28][cH:29][c:30]5[cH:31]4)[CH2:21][CH2:20]3)[cH:6][cH:7][cH:8][c:9]12.